Task: describe an organic reaction: reactants, conditions, products, and yield. Dataset: the Open Reaction Database (ORD), a public repository of structured organic reaction records Reactants: C(C1=CC=CC=C1)N1N=C(C2=C1C=C[Se]2)C2=CC=C(C=C2)C(=O)OC (1-Benzyl-3-(p-methoxycarbonylphenyl)selenolo[3,2-c]pyrazole), C(C1=CC=CC=C1)N1N=C(C2=C1C=C[Se]2)C=2OC(=CC2)C(=O)OC (1-Benzyl-3-(5-methoxycarbonyl-2-furyl)selenolo[3,2-c]-pyrazole), C(C1=CC=CC=C1)N1N=C(C2=C1C=C[Se]2)C=2OC(=CC2)C(=O)O (1-Benzyl-3-(5-hydroxycarbonyl-2-furyl)selenolo[3,2-c]pyrazole). Yields the product C(C1=CC=CC=C1)N1N=C(C2=C1C=C[Se]2)C2=CC=C(C=C2)C(=O)O (1-Benzyl-3-(p-hydroxycarbonylphenyl)selenolo[3,2-c]pyrazole). As a reaction SMILES: [CH2:1]([N:8]1[C:12]2[CH:13]=[CH:14][Se:15][C:11]=2[C:10]([C:16]2[CH:21]=[CH:20][C:19]([C:22]([O:24]C)=[O:23])=[CH:18][CH:17]=2)=[N:9]1)[C:2]1[CH:7]=[CH:6][CH:5]=[CH:4][CH:3]=1.C(N1C2C=C[Se]C=2C(C2OC(C(OC)=O)=CC=2)=N1)C1C=CC=CC=1.C(N1C2C=C[Se]C=2C(C2OC(C(O)=O)=CC=2)=N1)C1C=CC=CC=1>>[CH2:1]([N:8]1[C:12]2[CH:13]=[CH:14][Se:15][C:11]=2[C:10]([C:16]2[CH:21]=[CH:20][C:19]([C:22]([OH:24])=[O:23])=[CH:18][CH:17]=2)=[N:9]1)[C:2]1[CH:7]=[CH:6][CH:5]=[CH:4][CH:3]=1. Reported procedure: Compound 67 (0.792 g, 0.002 mole) was used to replace compound 55 in the preparation of compound 59 to afford compound 70. Yield: 0.649 g (85.2%); white crystals; mp 288-290° C. Reaction SMILES: [NH2:1][CH:2]([CH:14]([CH3:17])[CH2:15][CH3:16])[C:3]([NH:5][CH2:6][CH2:7][N:8]1[CH2:13][CH2:12][O:11][CH2:10][CH2:9]1)=[O:4].O.[C:19]1([CH3:29])[CH:24]=[CH:23][C:22]([S:25]([OH:28])(=[O:27])=[O:26])=[CH:21][CH:20]=1>O1CCCC1>[S:25]([C:22]1[CH:23]=[CH:24][C:19]([CH3:29])=[CH:20][CH:21]=1)([OH:28])(=[O:27])=[O:26].[S:25]([C:22]1[CH:23]=[CH:24][C:19]([CH3:29])=[CH:20][CH:21]=1)([OH:28])(=[O:27])=[O:26].[NH2:1][CH:2]([CH:14]([CH3:17])[CH2:15][CH3:16])[C:3]([NH:5][CH2:6][CH2:7][N:8]1[CH2:13][CH2:12][O:11][CH2:10][CH2:9]1)=[O:4] |f:1.2,4.5.6|. Reactants: NC(C(=O)NCCN1CCOCC1)C(CC)C (2-amino-3-methyl-N-(2-morpholinoethyl)-pentanamide), O.C1(=CC=C(C=C1)S(=O)(=O)O)C (p-toluenesulfonic acid monohydrate). Yield: 89.9%. The product is S(=O)(=O)(O)C1=CC=C(C)C=C1.S(=O)(=O)(O)C1=CC=C(C)C=C1.NC(C(=O)NCCN1CCOCC1)C(CC)C (2-amino-3-methyl-N-(2-morpholinoethyl)-pentanamide Ditosylate). Run in O1CCCC1 (tetrahydrofuran). Procedure details: To a solution of 2-amino-3-methyl-N-(2-morpholinoethyl)-pentanamide free base (15 g, 0.062 mol) dissolved in anhydrous tetrahydrofuran (300 mL, 20 vol) was added p-toluenesulfonic acid monohydrate (23.4 g, 0.123 mol, 2 eq) in one portion. The initially clear mixture becomes cloudy and produces a mild exotherm. After about 15 min, crystals begin to precipitate from solution and the mixture continued to stir for 1.5 h. The solids were collected by vacuum filtration, and the wet cake was dried in a... Reaction conditions: time 15 minute.